Dataset: the Open Reaction Database (ORD), a public repository of structured organic reaction records. Task: describe an organic reaction: reactants, conditions, products, and yield Starting materials: C(C1=CC=2OCOC2C=C1)N (piperonylamine), C(=S)(Cl)Cl (thiophosgene). The solvent is ClCCl (dichloromethane). Reaction conditions: time 4 hour. Yields the product [Cl-].O1COC2=C1C=CC(=C2)CNC=S (N-Benzo[1,3]dioxol-5-ylmethyl-thioformamide chloride). As a reaction SMILES: [CH2:1]([NH2:11])[C:2]1[CH:10]=[CH:9][C:8]2[O:7][CH2:6][O:5][C:4]=2[CH:3]=1.[C:12](Cl)([Cl:14])=[S:13]>ClCCl>[Cl-:14].[O:7]1[C:8]2[CH:9]=[CH:10][C:2]([CH2:1][NH:11][CH:12]=[S:13])=[CH:3][C:4]=2[O:5][CH2:6]1 |f:3.4|. Reported procedure: To a stirred solution of piperonylamine (0.1 mL, 0.77 mmol) in dichloromethane (20 mL) was slowly added thiophosgene (0.06 mL, 0.83 mmol) under cooling with an ice bath. After the reaction mixture was stirred for four hours at room temperature, it was washed with water and brine, dried over anhydrous sodium sulfate, filtered, evaporated and dried under vacuum; and the product was used immediately for the next reaction. The reactants are CC(C)(C)[O-], COC(=O)C1CC(CN)c2ccccc21, CO, [Na+]. The product is O=C1NCC2CC1c1ccccc12. RXN SMILES: [CH3:16][C:17]([CH3:18])([O-:19])[CH3:20].[CH3:1][O:2][C:3](=[O:4])[CH:5]1[CH2:6][CH:7]([CH2:14][NH2:15])[c:8]2[cH:9][cH:10][cH:11][cH:12][c:13]21.[CH3:22][OH:23].[Na+:21]>>[O:2]=[C:3]1[CH:5]2[CH2:6][CH:7]([c:8]3[cH:9][cH:10][cH:11][cH:12][c:13]32)[CH2:14][NH:15]1. Reactants: C[Mg+], Cc1nc(C=O)c2n1-c1ccc(Cl)cc1C(c1ccccc1Cl)=NC2, [I-], C1CCOC1, O. Yields the product Cc1nc(C(C)O)c2n1-c1ccc(Cl)cc1C(c1ccccc1Cl)=NC2. RXN SMILES: [CH3:2][Mg+:3].[Cl:4][c:5]1[cH:6][cH:7][c:8]2[c:9]([cH:28]1)[C:10]([c:21]1[c:22]([Cl:27])[cH:23][cH:24][cH:25][cH:26]1)=[N:11][CH2:12][c:13]1[n:14]-2[c:15]([CH3:20])[n:16][c:17]1[CH:18]=[O:19].[I-:1].[O:29]1[CH2:30][CH2:33][CH2:32][CH2:31]1.[OH2:34]>>[Cl:4][c:5]1[cH:6][cH:7][c:8]2[c:9]([cH:28]1)[C:10]([c:21]1[c:22]([Cl:27])[cH:23][cH:24][cH:25][cH:26]1)=[N:11][CH2:12][c:13]1[n:14]-2[c:15]([CH3:20])[n:16][c:17]1[CH:18]([OH:19])[CH3:30]. Reactants: CCCCc1ccc(C#Cc2ccc(CNc3cc(C(=O)OCC)ccc3F)cc2)cc1, CN(C)c1ccncc1, O=C(Cl)CCC1CCCC1. Product: CCCCc1ccc(C#Cc2ccc(CN(C(=O)CCC3CCCC3)c3cc(C(=O)OCC)ccc3F)cc2)cc1. RXN SMILES: [CH2:1]([CH2:2][CH2:3][CH3:4])[c:5]1[cH:6][cH:7][c:8]([C:11]#[C:12][c:13]2[cH:14][cH:15][c:16]([CH2:17][NH:18][c:19]3[cH:20][c:21]([C:22](=[O:23])[O:24][CH2:25][CH3:26])[cH:27][cH:28][c:29]3[F:30])[cH:31][cH:32]2)[cH:9][cH:10]1.[CH3:43][N:44]([c:45]1[cH:46][cH:47][n:48][cH:49][cH:50]1)[CH3:51].[CH:33]1([CH2:38][CH2:39][C:40](=[O:41])[Cl:42])[CH2:34][CH2:35][CH2:36][CH2:37]1>>[CH2:1]([CH2:2][CH2:3][CH3:4])[c:5]1[cH:6][cH:7][c:8]([C:11]#[C:12][c:13]2[cH:14][cH:15][c:16]([CH2:17][N:18]([c:19]3[cH:20][c:21]([C:22](=[O:23])[O:24][CH2:25][CH3:26])[cH:27][cH:28][c:29]3[F:30])[C:40]([CH2:39][CH2:38][CH:33]3[CH2:34][CH2:35][CH2:36][CH2:37]3)=[O:41])[cH:31][cH:32]2)[cH:9][cH:10]1.